Dataset: the Open Reaction Database (ORD), a public repository of structured organic reaction records. Task: describe an organic reaction: reactants, conditions, products, and yield The reactants are CC#N, CC(C)OC(=O)Nc1ccc(-c2c(C#N)c3ccc(OCCCCl)cc3n2C2CCC2)cc1, [I-], [Na+], [Na], c1nc[nH]n1. Yields the product CC(C)OC(=O)Nc1ccc(-c2c(C#N)c3ccc(OCCCn4cncn4)cc3n2C2CCC2)cc1. Reaction SMILES: [CH3:42][C:43]#[N:44].[CH:1]([CH3:2])([CH3:3])[O:4][C:5]([NH:6][c:7]1[cH:8][cH:9][c:10](-[c:13]2[n:14]([CH:29]3[CH2:30][CH2:31][CH2:32]3)[c:15]3[cH:16][c:17]([O:24][CH2:25][CH2:26][CH2:27][Cl:28])[cH:18][cH:19][c:20]3[c:21]2[C:22]#[N:23])[cH:11][cH:12]1)=[O:33].[I-:35].[Na+:34].[Na:36].[nH:37]1[n:38][cH:39][n:40][cH:41]1>>[CH:1]([CH3:2])([CH3:3])[O:4][C:5]([NH:6][c:7]1[cH:8][cH:9][c:10](-[c:13]2[n:14]([CH:29]3[CH2:30][CH2:31][CH2:32]3)[c:15]3[cH:16][c:17]([O:24][CH2:25][CH2:26][CH2:27][n:37]4[n:38][cH:39][n:40][cH:41]4)[cH:18][cH:19][c:20]3[c:21]2[C:22]#[N:23])[cH:11][cH:12]1)=[O:33].